From a dataset of the Open Reaction Database (ORD), a public repository of structured organic reaction records. describe an organic reaction: reactants, conditions, products, and yield Starting materials: Cl.C(C)OC(CCN)=O (β-alanine ethyl ester hydrochloride), O.ON1N=NC2=C1C=CC=C2 (1-hydroxybenzotriazole monohydrate), ClC1=CC=C2C(=N1)C(=C(O2)C(C2CCCCC2)NC2=CC=C(C(=O)O)C=C2)C (4-{[(5-chloro-3-methylfuro[3,2-b]pyridin-2-yl)(cyclohexyl)methyl]amino}benzoic acid), Cl.C(C)N=C=NCCCN(C)C (1-ethyl-3-(3-dimethylaminopropyl)carbodiimide hydrochloride), [Cl-].[NH4+] (ammonium chloride). Solvent: CN(C=O)C (N,N-dimethylformamide), C(C)N(CC)CC (triethylamine). Reaction conditions: time 2.5 day. Product: ClC1=CC=C2C(=N1)C(=C(O2)C(C2CCCCC2)NC2=CC=C(C=C2)C(=O)NCCC(=O)OCC)C (ethyl 3-{[(4-{[(5-chloro-3-methylfuro[3,2-b]pyridin-2-yl)(cyclohexyl)methyl]amino}phenyl)carbonyl]amino}propanoate). RXN SMILES: [Cl:1][C:2]1[N:7]=[C:6]2[C:8]([CH3:28])=[C:9]([CH:11]([NH:18][C:19]3[CH:27]=[CH:26][C:22]([C:23](O)=[O:24])=[CH:21][CH:20]=3)[CH:12]3[CH2:17][CH2:16][CH2:15][CH2:14][CH2:13]3)[O:10][C:5]2=[CH:4][CH:3]=1.Cl.[CH2:30]([O:32][C:33](=[O:37])[CH2:34][CH2:35][NH2:36])[CH3:31].O.ON1C2C=CC=CC=2N=N1.Cl.C(N=C=NCCCN(C)C)C.[Cl-].[NH4+]>CN(C)C=O.C(N(CC)CC)C>[Cl:1][C:2]1[N:7]=[C:6]2[C:8]([CH3:28])=[C:9]([CH:11]([NH:18][C:19]3[CH:20]=[CH:21][C:22]([C:23]([NH:36][CH2:35][CH2:34][C:33]([O:32][CH2:30][CH3:31])=[O:37])=[O:24])=[CH:26][CH:27]=3)[CH:12]3[CH2:17][CH2:16][CH2:15][CH2:14][CH2:13]3)[O:10][C:5]2=[CH:4][CH:3]=1 |f:1.2,3.4,5.6,7.8|. Procedure: To a mixture of 4-{[(5-chloro-3-methylfuro[3,2-b]pyridin-2-yl)(cyclohexyl)methyl]amino}benzoic acid (300 mg) synthesized above, β-alanine ethyl ester hydrochloride (174 mg), 1-hydroxybenzotriazole monohydrate (173 mg), triethylamine (315 μL) and N,N-dimethylformamide (10 mL) was added 1-ethyl-3-(3-dimethylaminopropyl)carbodiimide hydrochloride (217 mg), and the mixture was stirred at room temperature for 2.5 days. Saturated aqueous ammonium chloride solution was added to quench the reaction, and... Reactants: C1(=CC=CC=C1)C1(CCCC1)N (1-phenylcyclopentyl amine), CC1=C(C(=CC=C1)C)N=C=O (2,6-dimethylphenyl isocyanate). Solvent: C(C)OC(C)=O (ethylacetate). Conditions: time 20 hour. Product: CC1=C(C(=CC=C1)C)NC(=O)NC1(CCCC1)C1=CC=CC=C1 (N-(2,6-dimethylphenyl)-N'-(1-phenylcyclopentyl)urea). RXN SMILES: [C:1]1([C:7]2([NH2:12])[CH2:11][CH2:10][CH2:9][CH2:8]2)[CH:6]=[CH:5][CH:4]=[CH:3][CH:2]=1.[CH3:13][C:14]1[CH:19]=[CH:18][CH:17]=[C:16]([CH3:20])[C:15]=1[N:21]=[C:22]=[O:23]>C(OC(=O)C)C>[CH3:20][C:16]1[CH:17]=[CH:18][CH:19]=[C:14]([CH3:13])[C:15]=1[NH:21][C:22]([NH:12][C:7]1([C:1]2[CH:6]=[CH:5][CH:4]=[CH:3][CH:2]=2)[CH2:11][CH2:10][CH2:9][CH2:8]1)=[O:23]. Procedure details: To a solution of 1-phenylcyclopentyl amine (1.0 gm, 0.006 mole) in 30 ml of ethylacetate, 2,6-dimethylphenyl isocyanate (0.91 g; 0.006 mole) is added and the reaction mixture is stirred at room temperature for 20 hours. Volatiles are removed under reduced pressure and the residue is crystallized from ethylacetate-hexane yielding 1.65 g of N-(2,6-dimethylphenyl-N'-(1-phenylcyclopentyl) urea having a melting point of 227°-229° C. The reactants are C1CCOC1, CN(C)C(=O)Cl, [KH], O=C1c2cccn2-c2ccccc2SC1c1cccc2ccccc12. Yields the product CN(C)C(=O)OC1=C(c2cccc3ccccc23)Sc2ccccc2-n2cccc21. Reaction SMILES: [CH2:33]1[O:34][CH2:35][CH2:36][CH2:37]1.[CH3:27][N:28]([C:29](=[O:30])[Cl:31])[CH3:32].[KH:1].[c:2]1([CH:12]2[S:13][c:14]3[c:15]([cH:23][cH:24][cH:25][cH:26]3)-[n:16]3[c:17]([cH:20][cH:21][cH:22]3)[C:18]2=[O:19])[cH:3][cH:4][cH:5][c:6]2[cH:7][cH:8][cH:9][cH:10][c:11]12>>[c:2]1([C:12]2=[C:18]([O:19][C:29]([N:28]([CH3:27])[CH3:32])=[O:30])[c:17]3[n:16]([cH:22][cH:21][cH:20]3)-[c:15]3[c:14]([cH:26][cH:25][cH:24][cH:23]3)[S:13]2)[cH:3][cH:4][cH:5][c:6]2[cH:7][cH:8][cH:9][cH:10][c:11]12.